Task: describe an organic reaction: reactants, conditions, products, and yield. Dataset: the Open Reaction Database (ORD), a public repository of structured organic reaction records Starting materials: O (water), BrC=1C=C(C=CC1C)C1=NOC(C1O)(C)C (3-(3-bromo-4-methylphenyl)-5,5-dimethyl-4,5-dihydroisoxazol-4-ol), O (water), S(O)(O)(=O)=O (sulfuric acid). Reagents/catalysts: [O-2].[O-2].[O-2].[Cr+6] (chromium trioxide). The solvent is C(C)(=O)O (acetic acid). Run at temperature 100 celsius, time 30 minute. Product: BrC=1C=C(C=CC1C)C1=NOC(C1=O)(C)C (3-(3-Bromo-4-methylphenyl)-5,5-dimethylisoxazol-4(5H)-one). The yield is 44.2%. Reaction SMILES: [Br:1][C:2]1[CH:3]=[C:4]([C:9]2[CH:13]([OH:14])[C:12]([CH3:16])([CH3:15])[O:11][N:10]=2)[CH:5]=[CH:6][C:7]=1[CH3:8].O.S(=O)(=O)(O)O>C(O)(=O)C.[O-2].[O-2].[O-2].[Cr+6]>[Br:1][C:2]1[CH:3]=[C:4]([C:9]2[C:13](=[O:14])[C:12]([CH3:16])([CH3:15])[O:11][N:10]=2)[CH:5]=[CH:6][C:7]=1[CH3:8] |f:4.5.6.7|. Procedure: To a solution 3-(3-bromo-4-methylphenyl)-5,5-dimethyl-4,5-dihydroisoxazol-4-ol (1.80 g, 6.42 mmol) in glacial acetic acid (70 mL), chromium trioxide (640 mg, 6.42 mmol, 1.0 eq), water (4 mL) and concentrated sulfuric acid (0.8 mL) were successively added and the resulting mixture was stirred at 100° C. for 30 min. The reaction was cooled to room temperature and poured into water (10 mL) and extracted with ethyl acetate (3×20 mL). The combined organic layers were washed with water (10 mL), brine ... The reactants are CCCC1CO1, C1CCOC1, [H-], [Na+], O, O=C1N(c2ccc(OC(F)(F)F)cc2)CC2CC(O)CN12. The product is CCCC(O)COC1CC2CN(c3ccc(OC(F)(F)F)cc3)C(=O)N2C1. Reaction SMILES: [CH2:24]([CH2:25][CH3:26])[CH:27]1[O:28][CH2:29]1.[CH2:31]1[O:32][CH2:33][CH2:34][CH2:35]1.[H-:2].[Na+:1].[OH2:30].[OH:3][CH:4]1[CH2:5][CH:6]2[N:7]([C:8](=[O:22])[N:9]([c:11]3[cH:12][cH:13][c:14]([O:17][C:18]([F:19])([F:20])[F:21])[cH:15][cH:16]3)[CH2:10]2)[CH2:23]1>>[O:3]([CH:4]1[CH2:5][CH:6]2[N:7]([C:8](=[O:22])[N:9]([c:11]3[cH:12][cH:13][c:14]([O:17][C:18]([F:19])([F:20])[F:21])[cH:15][cH:16]3)[CH2:10]2)[CH2:23]1)[CH2:29][CH:27]([CH2:24][CH2:25][CH3:26])[OH:28].